Task: describe an organic reaction: reactants, conditions, products, and yield. Dataset: the Open Reaction Database (ORD), a public repository of structured organic reaction records The reactants are CN1C(=O)NC2(CCC(c3ccc(Br)cc3)C2)C1=O, [C-]#N, [C-]#N, CN1CCCC1=O, [Fe+2], O=C(C=Cc1ccccc1)C=Cc1ccccc1, O=C(C=Cc1ccccc1)C=Cc1ccccc1, O=C(C=Cc1ccccc1)C=Cc1ccccc1, [Pd], [Pd], [Zn+2], [Zn], c1ccc(P(c2ccccc2)[c-]2cccc2)cc1, c1ccc(P(c2ccccc2)[c-]2cccc2)cc1. The product is CN1C(=O)NC2(CCC(c3ccc(C#N)cc3)C2)C1=O. As a reaction SMILES: [Br:1][c:2]1[cH:3][cH:4][c:5]([CH:8]2[CH2:9][C:10]3([C:11](=[O:17])[N:12]([CH3:16])[C:13](=[O:15])[NH:14]3)[CH2:18][CH2:19]2)[cH:6][cH:7]1.[C-:65]#[N:66].[C-:68]#[N:69].[CH3:20][N:21]1[CH2:22][CH2:23][CH2:24][C:25]1=[O:26].[Fe+2:64].[O:108]=[C:109]([CH:110]=[CH:111][c:112]1[cH:113][cH:114][cH:115][cH:116][cH:117]1)[CH:118]=[CH:119][c:120]1[cH:121][cH:122][cH:123][cH:124][cH:125]1.[O:72]=[C:73]([CH:74]=[CH:75][c:76]1[cH:77][cH:78][cH:79][cH:80][cH:81]1)[CH:82]=[CH:83][c:84]1[cH:85][cH:86][cH:87][cH:88][cH:89]1.[O:90]=[C:91]([CH:92]=[CH:93][c:94]1[cH:95][cH:96][cH:97][cH:98][cH:99]1)[CH:100]=[CH:101][c:102]1[cH:103][cH:104][cH:105][cH:106][cH:107]1.[Pd:70].[Pd:71].[Zn+2:67].[Zn:27].[cH:28]1[cH:29][cH:30][c:31]([P:32]([c:33]2[cH:34][cH:35][cH:36][cH:37][cH:38]2)[c-:39]2[cH:40][cH:41][cH:42][cH:43]2)[cH:44][cH:45]1.[cH:46]1[cH:47][cH:48][c:49]([P:50]([c:51]2[cH:52][cH:53][cH:54][cH:55][cH:56]2)[c-:57]2[cH:58][cH:59][cH:60][cH:61]2)[cH:62][cH:63]1>>[c:2]1([C:20]#[N:21])[cH:3][cH:4][c:5]([CH:8]2[CH2:9][C:10]3([C:11](=[O:17])[N:12]([CH3:16])[C:13](=[O:15])[NH:14]3)[CH2:18][CH2:19]2)[cH:6][cH:7]1. Procedure details: Prepared from 1-acetyl-3-(1-ethoxy-1-phenylmethylene)-6-methoxycarbonyl-2-indolinone and 4-(imidazol-4-yl-methyl)-aniline Rf value: 0.2 (silica gel, methylene chloride/methanol=5:1) C27H22N4O3 RXN SMILES: C([N:4]1[C:12]2[C:7](=[CH:8][CH:9]=[C:10]([C:13]([O:15][CH3:16])=[O:14])[CH:11]=2)[C:6](=[C:17](OCC)[C:18]2[CH:23]=[CH:22][CH:21]=[CH:20][CH:19]=2)[C:5]1=[O:27])(=O)C.[NH:28]1[CH:32]=[C:31]([CH2:33][C:34]2[CH:40]=[CH:39][C:37]([NH2:38])=[CH:36][CH:35]=2)[N:30]=[CH:29]1>>[NH:28]1[CH:32]=[C:31]([CH2:33][C:34]2[CH:35]=[CH:36][C:37]([NH:38]/[C:17](=[C:6]3\[C:5](=[O:27])[NH:4][C:12]4[C:7]\3=[CH:8][CH:9]=[C:10]([C:13]([O:15][CH3:16])=[O:14])[CH:11]=4)/[C:18]3[CH:23]=[CH:22][CH:21]=[CH:20][CH:19]=3)=[CH:39][CH:40]=2)[N:30]=[CH:29]1. The reactants are C(C)(=O)N1C(C(C2=CC=C(C=C12)C(=O)OC)=C(C1=CC=CC=C1)OCC)=O (1-acetyl-3-(1-ethoxy-1-phenylmethylene)-6-methoxycarbonyl-2-indolinone), N1C=NC(=C1)CC1=CC=C(N)C=C1 (4-(imidazol-4-yl-methyl)-aniline). Product: N1C=NC(=C1)CC1=CC=C(N\C(\C2=CC=CC=C2)=C\2/C(NC3=CC(=CC=C23)C(=O)OC)=O)C=C1 (3-Z-[1-(4-(imidazol-4-yl-methyl)-anilino)-1-phenyl-methylene]-6-methoxycarbonyl-2-indolinone). The yield is 73.6%. RXN SMILES: [BH4-].[Na+].[NH2:3][CH:4]([C:10]1[CH:15]=[CH:14][C:13]([O:16][CH3:17])=[C:12]([O:18][CH2:19][CH3:20])[CH:11]=1)[CH2:5][C:6](OC)=[O:7]>CO>[NH2:3][CH:4]([C:10]1[CH:15]=[CH:14][C:13]([O:16][CH3:17])=[C:12]([O:18][CH2:19][CH3:20])[CH:11]=1)[CH2:5][CH2:6][OH:7] |f:0.1|. Procedure: To a stirred solid of sodium borohydride (121 grams, 3.19 mol) at 0° C., was added methanol (50 mL). To this mixture at 0° C. was added a solution of methyl 3-amino-3-(3'-ethoxy-4'-methoxyphenyl)propionate (80.84 grams, 319.5 mmol) in methanol (1500 mL) over 1 hour. The mixture was stirred in that ice-water bath until the temperature of the reaction mixture stayed at 35° C. or lower for 30 minutes. (Early removal of the ice bath may result in a highly exothermic reaction). The water bath was the... Starting materials: NC(CC(=O)OC)C1=CC(=C(C=C1)OC)OCC (methyl 3-amino-3-(3'-ethoxy-4'-methoxyphenyl)propionate), [BH4-].[Na+] (sodium borohydride). Run at time 30 minute. Run in CO (methanol), CO (methanol). Product: NC(CCO)C1=CC(=C(C=C1)OC)OCC (3-amino-3-(3'-ethoxy-4'-methoxyphenyl)-1-propanol).